Dataset: the Open Reaction Database (ORD), a public repository of structured organic reaction records. Task: describe an organic reaction: reactants, conditions, products, and yield Reactants: COc1cc(N2CCC(N3CCCC3)CC2)ccc1[N+](=O)[O-], COc1cc(N2CCCC(C(=O)N3CCN(C)CC3)C2)ccc1N. The product is COc1cc(N2CCC(N3CCCC3)CC2)ccc1N. Reaction SMILES: [CH3:25][O:26][c:27]1[cH:28][c:29]([N:36]2[CH2:37][CH2:38][CH:39]([N:42]3[CH2:43][CH2:44][CH2:45][CH2:46]3)[CH2:40][CH2:41]2)[cH:30][cH:31][c:32]1[N+:33]([O-:34])=[O:35].[NH2:1][c:2]1[cH:3][cH:4][c:5]([N:6]2[CH2:7][CH2:8][CH2:9][CH:10]([C:11]([N:12]3[CH2:13][CH2:14][N:15]([CH3:16])[CH2:17][CH2:18]3)=[O:19])[CH2:20]2)[cH:21][c:22]1[O:23][CH3:24]>>[CH3:25][O:26][c:27]1[cH:28][c:29]([N:36]2[CH2:37][CH2:38][CH:39]([N:42]3[CH2:43][CH2:44][CH2:45][CH2:46]3)[CH2:40][CH2:41]2)[cH:30][cH:31][c:32]1[NH2:33]. Reactants: CCCC(=O)Nc1nn(COCC[Si](C)(C)C)c2cc(Br)ccc12, CCOC(C)=O, OB(O)c1cc(Cl)cc(Cl)c1, [Na+], [Na+], O=C([O-])[O-], C1COCCO1, O, c1ccc(P(c2ccccc2)(c2ccccc2)[Pd](P(c2ccccc2)(c2ccccc2)c2ccccc2)(P(c2ccccc2)(c2ccccc2)c2ccccc2)P(c2ccccc2)(c2ccccc2)c2ccccc2)cc1. The product is CCCC(=O)Nc1nn(COCC[Si](C)(C)C)c2cc(-c3cc(Cl)cc(Cl)c3)ccc12. RXN SMILES: [Br:18][c:19]1[cH:20][cH:21][c:22]2[c:23]([NH:36][C:37]([CH2:38][CH2:39][CH3:40])=[O:41])[n:24][n:25]([CH2:28][O:29][CH2:30][CH2:31][Si:32]([CH3:33])([CH3:34])[CH3:35])[c:26]2[cH:27]1.[CH3:49][CH2:50][O:51][C:52](=[O:53])[CH3:54].[Cl:1][c:2]1[cH:3][c:4]([B:9]([OH:10])[OH:11])[cH:5][c:6]([Cl:8])[cH:7]1.[Na+:12].[Na+:13].[O-:14][C:15](=[O:16])[O-:17].[O:43]1[CH2:44][CH2:45][O:46][CH2:47][CH2:48]1.[OH2:42].[cH:55]1[cH:56][cH:57][c:58]([P:59]([Pd:60]([P:61]([c:62]2[cH:63][cH:64][cH:65][cH:66][cH:67]2)([c:68]2[cH:69][cH:70][cH:71][cH:72][cH:73]2)[c:74]2[cH:75][cH:76][cH:77][cH:78][cH:79]2)([P:80]([c:81]2[cH:82][cH:83][cH:84][cH:85][cH:86]2)([c:87]2[cH:88][cH:89][cH:90][cH:91][cH:92]2)[c:93]2[cH:94][cH:95][cH:96][cH:97][cH:98]2)[P:99]([c:100]2[cH:101][cH:102][cH:103][cH:104][cH:105]2)([c:106]2[cH:107][cH:108][cH:109][cH:110][cH:111]2)[c:112]2[cH:113][cH:114][cH:115][cH:116][cH:117]2)([c:118]2[cH:119][cH:120][cH:121][cH:122][cH:123]2)[c:124]2[cH:125][cH:126][cH:127][cH:128][cH:129]2)[cH:130][cH:131]1>>[Cl:1][c:2]1[cH:3][c:4](-[c:19]2[cH:20][cH:21][c:22]3[c:23]([NH:36][C:37]([CH2:38][CH2:39][CH3:40])=[O:41])[n:24][n:25]([CH2:28][O:29][CH2:30][CH2:31][Si:32]([CH3:33])([CH3:34])[CH3:35])[c:26]3[cH:27]2)[cH:5][c:6]([Cl:8])[cH:7]1. Reactants: OC=1C(=NC=CN1)C(=O)O (3-Hydroxypyrazine-2-carboxylic acid), [H-].[Al+3].[Li+].[H-].[H-].[H-] (lithium aluminium hydride), ethyl ester, ester. Run in O1CCCC1 (tetrahydrofuran). The product is OC=1C(=NC=CN1)CO (3-hydroxy-2-hydroxymethylpyrazine). Reaction SMILES: [OH:1][C:2]1[C:3]([C:8](O)=[O:9])=[N:4][CH:5]=[CH:6][N:7]=1.[H-].[Al+3].[Li+].[H-].[H-].[H-]>O1CCCC1>[OH:1][C:2]1[C:3]([CH2:8][OH:9])=[N:4][CH:5]=[CH:6][N:7]=1 |f:1.2.3.4.5.6|. Reported procedure: 3-Hydroxypyrazine-2-carboxylic acid is converted to the corresponding ethyl ester and the ester is reduced with lithium aluminium hydride in tetrahydrofuran to give 3-hydroxy-2-hydroxymethylpyrazine. Reactants: Clc1ccnc2cc(Br)cnc12, Cc1ccccc1, CC(C)(C)[O-], ClCCl, [Na+], O=C(C=Cc1ccccc1)C=Cc1ccccc1, O=C(C=Cc1ccccc1)C=Cc1ccccc1, O=C(C=Cc1ccccc1)C=Cc1ccccc1, [Pd], [Pd], N=C(c1ccccc1)c1ccccc1, c1ccc(P(c2ccccc2)c2ccc3ccccc3c2-c2c(P(c3ccccc3)c3ccccc3)ccc3ccccc23)cc1. The product is Clc1ccnc2cc(N=C(c3ccccc3)c3ccccc3)cnc12. RXN SMILES: [Br:53][c:54]1[cH:55][n:56][c:57]2[c:58]([Cl:64])[cH:59][cH:60][n:61][c:62]2[cH:63]1.[CH3:138][c:139]1[cH:140][cH:141][cH:142][cH:143][cH:144]1.[CH3:47][C:48]([CH3:49])([O-:50])[CH3:51].[Cl:79][CH2:80][Cl:81].[Na+:52].[O:102]=[C:103]([CH:104]=[CH:105][c:106]1[cH:107][cH:108][cH:109][cH:110][cH:111]1)[CH:112]=[CH:113][c:114]1[cH:115][cH:116][cH:117][cH:118][cH:119]1.[O:120]=[C:121]([CH:122]=[CH:123][c:124]1[cH:125][cH:126][cH:127][cH:128][cH:129]1)[CH:130]=[CH:131][c:132]1[cH:133][cH:134][cH:135][cH:136][cH:137]1.[O:84]=[C:85]([CH:86]=[CH:87][c:88]1[cH:89][cH:90][cH:91][cH:92][cH:93]1)[CH:94]=[CH:95][c:96]1[cH:97][cH:98][cH:99][cH:100][cH:101]1.[Pd:82].[Pd:83].[c:65]1([C:71](=[NH:72])[c:73]2[cH:74][cH:75][cH:76][cH:77][cH:78]2)[cH:66][cH:67][cH:68][cH:69][cH:70]1.[cH:1]1[cH:2][cH:3][c:4]([P:5]([c:6]2[cH:7][cH:8][c:9]3[c:10]([cH:11][cH:12][cH:13][cH:14]3)[c:15]2-[c:16]2[c:17]3[c:18]([cH:19][cH:20][cH:21][cH:22]3)[cH:23][cH:24][c:25]2[P:26]([c:27]2[cH:28][cH:29][cH:30][cH:31][cH:32]2)[c:33]2[cH:34][cH:35][cH:36][cH:37][cH:38]2)[c:39]2[cH:40][cH:41][cH:42][cH:43][cH:44]2)[cH:45][cH:46]1>>[c:54]1([N:72]=[C:71]([c:65]2[cH:66][cH:67][cH:68][cH:69][cH:70]2)[c:73]2[cH:74][cH:75][cH:76][cH:77][cH:78]2)[cH:55][n:56][c:57]2[c:58]([Cl:64])[cH:59][cH:60][n:61][c:62]2[cH:63]1. The reactants are C1(CC1)NC1=C(C=CC=C1C(NC)=O)NC([C@H](C)NC(OC(C)(C)C)=O)=O ((S)-tert-butyl 1-(2-(cyclopropylamino)-3-(methylcarbamoyl)phenylamino)-1-oxopropan-2-ylcarbamate). Run in CC(=O)O (AcOH). Run at time 40 minute. Product: N[C@@H](C)C1=NC2=C(N1C1CC1)C(=CC=C2)C(=O)NC ((S)-2-(1-aminoethyl)-1-cyclopropyl-N-methyl-1H-benzo[d]imidazole-7-carboxamide). As a reaction SMILES: [CH:1]1([NH:4][C:5]2[C:10]([C:11](=[O:14])[NH:12][CH3:13])=[CH:9][CH:8]=[CH:7][C:6]=2[NH:15][C:16](=O)[C@@H:17]([NH:19]C(=O)OC(C)(C)C)[CH3:18])[CH2:3][CH2:2]1>CC(O)=O>[NH2:19][C@H:17]([C:16]1[N:4]([CH:1]2[CH2:3][CH2:2]2)[C:5]2[C:10]([C:11]([NH:12][CH3:13])=[O:14])=[CH:9][CH:8]=[CH:7][C:6]=2[N:15]=1)[CH3:18]. Procedure: A stirred solution of (S)-tert-butyl 1-(2-(cyclopropylamino)-3-(methylcarbamoyl)phenylamino)-1-oxopropan-2-ylcarbamate (1.1 g, 2.9 mmol) in AcOH (30 mL) was heated at 65° C. for 2 h, and cooled to rt. After concentrating under reduced pressure, the residue was subjected to 4 M HCl in 1,4-dioxane (20 mL) and stirred at rt for 40 min. The mixture was concentrated under reduced pressure and dissolved in water (5 mL) basified with 1 N NaOH to pH 9.5. The mixture was concentrated and triturated with ... Starting materials: ClC1=C(N)C=CC(=C1)Cl (2,4-dichloroaniline), C1(=CC=CC=C1)S(=O)(=O)N1C=C(C=2C1=NC=CC2)C2=NC(=NC=C2)Cl (1-benzenesulfonyl-3-(2-chloro-pyrimidin-4-yl)-1H-pyrrolo[2,3-b]pyridine). Yields the product ClC1=C(C=CC(=C1)Cl)NC1=NC=CC(=N1)C1=CNC2=NC=CC=C21 ((2,4-Dichlorophenyl)-[4-(1H-pyrrolo[2,3-b]pyridin-3-yl)-pyrimidin-2-yl]-amine). The yield is 48.9%. Reaction SMILES: [Cl:1][C:2]1[CH:8]=[C:7]([Cl:9])[CH:6]=[CH:5][C:3]=1[NH2:4].C1(S([N:19]2[C:23]3=[N:24][CH:25]=[CH:26][CH:27]=[C:22]3[C:21]([C:28]3[CH:33]=[CH:32][N:31]=[C:30](Cl)[N:29]=3)=[CH:20]2)(=O)=O)C=CC=CC=1>>[Cl:1][C:2]1[CH:8]=[C:7]([Cl:9])[CH:6]=[CH:5][C:3]=1[NH:4][C:30]1[N:29]=[C:28]([C:21]2[C:22]3[C:23](=[N:24][CH:25]=[CH:26][CH:27]=3)[NH:19][CH:20]=2)[CH:33]=[CH:32][N:31]=1. Reported procedure: Using the procedure of example 1, 2,4-dichloroaniline (131 mg) was reacted with compound 1f (100 mg) to provide compound 36 (47 mg, 49%). 1H NMR (400 MHz, CD3OD) δ 8.69 (d, J=8.0 Hz, 1H), 8.33 (d, J=4.8 Hz, 1H), 8.26 (d, J=5.6 Hz, 1H), 8.23 (s, 1H), 8.20 (d, J=8.0 Hz, 1H), 7.57 (s, 1H), 7.36 (d, J=5.6 Hz, 1H), 7.30 (d, J=8.0 Hz, 1H), 7.18 (dd, J=8.0 Hz, 4.8 Hz, 1H). MS (ESI) m/z: 356 (M+H)+.